From a dataset of the Open Reaction Database (ORD), a public repository of structured organic reaction records. describe an organic reaction: reactants, conditions, products, and yield Starting materials: CCCc1cnc(N)o1, [Cl-], O=C(O)C1c2ccccc2Oc2ccccc21. The product is CCCc1cnc(NC(=O)C2c3ccccc3Oc3ccccc32)o1. As a reaction SMILES: [CH2:1]([CH2:2][CH3:3])[c:4]1[cH:5][n:6][c:7]([NH2:9])[o:8]1.[Cl-:10].[cH:11]1[cH:12][cH:13][cH:14][c:15]2[c:24]1[CH:23]([C:25](=[O:26])[OH:27])[c:22]1[c:17]([cH:18][cH:19][cH:20][cH:21]1)[O:16]2>>[CH2:1]([CH2:2][CH3:3])[c:4]1[cH:5][n:6][c:7]([NH:9][C:25]([CH:23]2[c:22]3[c:17]([cH:18][cH:19][cH:20][cH:21]3)[O:16][c:15]3[cH:14][cH:13][cH:12][cH:11][c:24]32)=[O:26])[o:8]1. Starting materials: C(C)(=O)C=1OC2=C(C1)C=CC=C2OCC2=CC=C(C=C2)[N+](=O)[O-] (2-Acetyl-7-p-nitrobenzyloxybenzofuran), ClS(=O)(=O)O (chlorosulfonic acid), ice water. Reaction conditions: time 1 hour. Product: C(C)(=O)C=1OC2=C(C1)C(=CC=C2OCC2=CC=C(C=C2)[N+](=O)[O-])S(=O)(=O)Cl (2-acetyl-4-chlorosulfonyl-7-p-nitrobenzyloxybenzofuran). RXN SMILES: [C:1]([C:4]1[O:5][C:6]2[C:12]([O:13][CH2:14][C:15]3[CH:20]=[CH:19][C:18]([N+:21]([O-:23])=[O:22])=[CH:17][CH:16]=3)=[CH:11][CH:10]=[CH:9][C:7]=2[CH:8]=1)(=[O:3])[CH3:2].[Cl:24][S:25](O)(=[O:27])=[O:26]>>[C:1]([C:4]1[O:5][C:6]2[C:12]([O:13][CH2:14][C:15]3[CH:20]=[CH:19][C:18]([N+:21]([O-:23])=[O:22])=[CH:17][CH:16]=3)=[CH:11][CH:10]=[C:9]([S:25]([Cl:24])(=[O:27])=[O:26])[C:7]=2[CH:8]=1)(=[O:3])[CH3:2]. Procedure details: 2-Acetyl-7-p-nitrobenzyloxybenzofuran (3 g) was added to chlorosulfonic acid at -15° C. for 30 minutes. After the reaction mixture was stirred at -10° to -5° C. for 1 hour, the resultant was gradually added dropwise to ice-water. The solution was extracted with ethyl acetate, washed with water and dried, ethyl acetate being distilled away under reduced pressure to give 2.7 g of crude 2-acetyl-4-chlorosulfonyl-7-p-nitrobenzyloxybenzofuran. Reactants: C(C)C1C(CCC(C(OC(C2CCCCN2C(C(C2(C(CC(C(C(CC(C(C(=C1)C)F)C)OC)O2)OC)C)O)=O)=O)=O)C(=CC2CC(C(CC2)O)O)C)C)=O (17-ethyl-20-fluoro-1-hydroxy-12-[2'-(3",4"-dihydroxycyclohexyl)-1'-methylvinyl]-23,25-dimethoxy-13,19,21,27-tetramethyl-11,28-dioxa-4-aza-tricyclo[22.3.1.04,9 ]octacos-18-ene-2,3,10,16-tetraone), C(C)(C)N(CC)C(C)C (diisopropylethylamine), [N+](=O)([O-])C1=C(C=CC=C1)S(=O)(=O)Cl (2-nitrobenzenesulonyl chloride). Reagents/catalysts: CN(C1=CC=NC=C1)C (4-dimethylaminopyridine). The solvent is C(Cl)Cl (methylene chloride). Conditions: time 4 hour. The product is C(C)C1C(CCC(C(OC(C2CCCCN2C(C(C2(C(CC(C(C(CC(C(C(=C1)C)F)C)OC)O2)OC)C)O)=O)=O)=O)C(=CC2CC(C(CC2)O)OS(=O)(=O)C2=C(C=CC=C2)[N+](=O)[O-])C)C)=O (17-Ethyl-20-fluoro-1-hydroxy-12-[2'-[3"-(2"'-nitrobenzenesulfonyloxy)-4"-hydroxycyclohexyl]-1'-methylvinyl]-23,25-dimethoxy-13,19,21,27-tetramethyl-11,28-dioxa-4-azatricyclo[22.3.1.04,9 ]octacos-18-ene-2,3,10,16-tetraone). RXN SMILES: [CH2:1]([CH:3]1[CH:29]=[C:28]([CH3:30])[CH:27]([F:31])[CH:26]([CH3:32])[CH2:25][CH:24]([O:33][CH3:34])[CH:23]2[O:35][C:19]([OH:39])([CH:20]([CH3:38])[CH2:21][CH:22]2[O:36][CH3:37])[C:18](=[O:40])[C:17](=[O:41])[N:16]2[CH:11]([CH2:12][CH2:13][CH2:14][CH2:15]2)[C:10](=[O:42])[O:9][CH:8]([C:43]([CH3:53])=[CH:44][CH:45]2[CH2:50][CH2:49][CH:48]([OH:51])[CH:47]([OH:52])[CH2:46]2)[CH:7]([CH3:54])[CH2:6][CH2:5][C:4]1=[O:55])[CH3:2].C(N(C(C)C)CC)(C)C.[N+:65]([C:68]1[CH:73]=[CH:72][CH:71]=[CH:70][C:69]=1[S:74](Cl)(=[O:76])=[O:75])([O-:67])=[O:66]>C(Cl)Cl.CN(C)C1C=CN=CC=1>[CH2:1]([CH:3]1[CH:29]=[C:28]([CH3:30])[CH:27]([F:31])[CH:26]([CH3:32])[CH2:25][CH:24]([O:33][CH3:34])[CH:23]2[O:35][C:19]([OH:39])([CH:20]([CH3:38])[CH2:21][CH:22]2[O:36][CH3:37])[C:18](=[O:40])[C:17](=[O:41])[N:16]2[CH:11]([CH2:12][CH2:13][CH2:14][CH2:15]2)[C:10](=[O:42])[O:9][CH:8]([C:43]([CH3:53])=[CH:44][CH:45]2[CH2:50][CH2:49][CH:48]([OH:51])[CH:47]([O:52][S:74]([C:69]3[CH:70]=[CH:71][CH:72]=[CH:73][C:68]=3[N+:65]([O-:67])=[O:66])(=[O:75])=[O:76])[CH2:46]2)[CH:7]([CH3:54])[CH2:6][CH2:5][C:4]1=[O:55])[CH3:2]. Procedure: To a solution of 17-ethyl-20-fluoro-1-hydroxy-12-[2'-(3",4"-dihydroxycyclohexyl)-1'-methylvinyl]-23,25-dimethoxy-13,19,21,27-tetramethyl-11,28-dioxa-4-aza-tricyclo[22.3.1.04,9 ]octacos-18-ene-2,3,10,16-tetraone (200 mg) in dry methylene chloride (20 ml) is added diisopropylethylamine (150 μl) followed by 2-nitrobenzenesulonyl chloride (60 mg), then 4-dimethylaminopyridine (27 mg). The solution is stirred at room temperature under nitrogen atmosphere for 4 h, then quenched with sat'd aqueous sodi... The reactants are Cl (hydrochloride), C1(CCCCC1)N=C=NC1CCCCC1 (dicyclohexylcarbodiimide), N1=CC=CC=C1 (pyridine), FC(C(=O)O)(F)F (trifluoroacetic acid). The solvent is CS(=O)C (dimethylsulfoxide), CS(=O)C (DMSO). Run at time 2 hour. The product is C1(CCCCC1)NC(=O)NC1CCCCC1 (N,N'-dicyclohexyl urea). Reaction SMILES: Cl.N1C=CC=CC=1.FC(F)(F)C(O)=[O:11].[CH:15]1([N:21]=[C:22]=[N:23][CH:24]2[CH2:29][CH2:28][CH2:27][CH2:26][CH2:25]2)[CH2:20][CH2:19][CH2:18][CH2:17][CH2:16]1>CS(C)=O>[CH:24]1([NH:23][C:22]([NH:21][CH:15]2[CH2:16][CH2:17][CH2:18][CH2:19][CH2:20]2)=[O:11])[CH2:29][CH2:28][CH2:27][CH2:26][CH2:25]1. Procedure: The product (the hydrochloride) (490 mg) obtained in the above procedure (d) of this Example was dissolved in 2.5 ml of anhydrous dimethylsulfoxide (DMSO) (serving as an oxidation reagent and also serving as the reaction medium), to which were then added 0.17 ml of pyridine and 0.08 ml of trifluoroacetic acid. The solution obtained was admixed with a solution of 600 mg of dicyclohexylcarbodiimide in 3 ml of anhydrous DMSO, followed by agitating the resultant admixture for 2 hours at ambient temp... Starting materials: CCc1ncnc(NC2CCC(C(C)(C)C)CC2)c1C(=O)OC, CCc1ncnc(NC2CCC([Si](C)(C)C)CC2)c1CO, CCN(CC)S(F)(F)F. Yields the product CCc1ncnc(NC2CCC(C(C)(C)C)CC2)c1CF. Reaction SMILES: [C:1]([CH3:2])([CH3:3])([CH3:4])[CH:5]1[CH2:6][CH2:7][CH:8]([NH:11][c:12]2[n:13][cH:14][n:15][c:16]([CH2:22][CH3:23])[c:17]2[C:18]([O:19][CH3:20])=[O:21])[CH2:9][CH2:10]1.[CH2:24]([c:25]1[n:26][cH:27][n:28][c:29]([NH:30][CH:31]2[CH2:32][CH2:33][CH:34]([Si:35]([CH3:36])([CH3:37])[CH3:38])[CH2:39][CH2:40]2)[c:41]1[CH2:42][OH:43])[CH3:44].[CH2:45]([N:46]([S:47]([F:48])([F:49])[F:51])[CH2:50][CH3:52])[CH3:53]>>[C:1]([CH3:2])([CH3:3])([CH3:4])[CH:5]1[CH2:6][CH2:7][CH:8]([NH:11][c:12]2[n:13][cH:14][n:15][c:16]([CH2:22][CH3:23])[c:17]2[CH2:18][F:51])[CH2:9][CH2:10]1.